Dataset: the Open Reaction Database (ORD), a public repository of structured organic reaction records. Task: describe an organic reaction: reactants, conditions, products, and yield Reactants: ClC1=NC=CC(=N1)C1=C(N=C(S1)N1CCOCC1)C=1C(=C(C=CC1)NS(=O)(=O)C=1OC=CC1)F (N-{3-[5-(2-chloro-4-pyrimidinyl)-2-(4-morpholinyl)-1,3-thiazol-4-yl]-2-fluorophenyl}-2-furansulfonamide), C(C(C)C)N (isobutylamine). The product is FC1=C(C=CC=C1C=1N=C(SC1C1=NC(=NC=C1)NCC(C)C)N1CCOCC1)NS(=O)(=O)C=1OC=CC1 (N-{2-fluoro-3-[5-{2-[(2-methylpropyl)amino]-4-pyrimidinyl}-2-(4-morpholinyl)-1,3-thiazol-4-yl]phenyl}-2-furansulfonamide). RXN SMILES: Cl[C:2]1[N:7]=[C:6]([C:8]2[S:12][C:11]([N:13]3[CH2:18][CH2:17][O:16][CH2:15][CH2:14]3)=[N:10][C:9]=2[C:19]2[C:20]([F:34])=[C:21]([NH:25][S:26]([C:29]3[O:30][CH:31]=[CH:32][CH:33]=3)(=[O:28])=[O:27])[CH:22]=[CH:23][CH:24]=2)[CH:5]=[CH:4][N:3]=1.[CH2:35]([NH2:39])[CH:36]([CH3:38])[CH3:37]>>[F:34][C:20]1[C:19]([C:9]2[N:10]=[C:11]([N:13]3[CH2:18][CH2:17][O:16][CH2:15][CH2:14]3)[S:12][C:8]=2[C:6]2[CH:5]=[CH:4][N:3]=[C:2]([NH:39][CH2:35][CH:36]([CH3:38])[CH3:37])[N:7]=2)=[CH:24][CH:23]=[CH:22][C:21]=1[NH:25][S:26]([C:29]1[O:30][CH:31]=[CH:32][CH:33]=1)(=[O:28])=[O:27]. Procedure: Following a procedure analogous to the procedure described in Example 18, Step B using N-{3-[5-(2-chloro-4-pyrimidinyl)-2-(4-morpholinyl)-1,3-thiazol-4-yl]-2-fluorophenyl}-2-furansulfonamide (150 mg, 0.287 mmol) and isobutylamine (0.288 mL, 2.87 mmol) the title compound was obtained as a light yellow solid (88 mg, 55% yield). 1H NMR (400 MHz, DMSO-d6) δ ppm 10.56 (s, 1H), 7.77-7.91 (m, 2H), 7.30-7.41 (m, 1H), 7.16-7.32 (m, 2H), 7.10 (d, J=1.1 Hz, 1H), 7.03 (d, J=3.4 Hz, 1H), 6.54 (dd, J=3.3, 1.7...